Task: describe an organic reaction: reactants, conditions, products, and yield. Dataset: the Open Reaction Database (ORD), a public repository of structured organic reaction records The reactants are C(C)(=O)OCC (ethyl acetate), CCN(C(C)C)C(C)C (DIPEA), N1CCOCC1 (morpholine), CC1=CC=C(C(=O)NC2=C(C=CC=3C(C4=CC=CC=C4C(C23)=O)=O)NC(CCl)=O)C=C1 (1-(4-methylbenzamido)-2-(chloroacetamido)-anthraquinone). The solvent is O1CCCC1 (tetrahydrofuran), CCCCCC (n-hexane), CCO (EtOH). Run at time 7.5 minute. Yields the product CC1=CC=C(C(=O)NC2=C(C=CC=3C(C4=CC=CC=C4C(C23)=O)=O)NC(CN2CCOCC2)=O)C=C1 (1-(4-methylbenzamido)-2-[(2-morpholinoacetyl)amino]-anthraquinone). The yield is 47.0%. As a reaction SMILES: [CH3:1][C:2]1[CH:31]=[CH:30][C:5]([C:6]([NH:8][C:9]2[C:22]3[C:21](=[O:23])[C:20]4[C:15](=[CH:16][CH:17]=[CH:18][CH:19]=4)[C:14](=[O:24])[C:13]=3[CH:12]=[CH:11][C:10]=2[NH:25][C:26](=[O:29])[CH2:27]Cl)=[O:7])=[CH:4][CH:3]=1.CCN(C(C)C)C(C)C.[NH:41]1[CH2:46][CH2:45][O:44][CH2:43][CH2:42]1.C(OCC)(=O)C>O1CCCC1.CCO.CCCCCC>[CH3:1][C:2]1[CH:31]=[CH:30][C:5]([C:6]([NH:8][C:9]2[C:22]3[C:21](=[O:23])[C:20]4[C:15](=[CH:16][CH:17]=[CH:18][CH:19]=4)[C:14](=[O:24])[C:13]=3[CH:12]=[CH:11][C:10]=2[NH:25][C:26](=[O:29])[CH2:27][N:41]2[CH2:46][CH2:45][O:44][CH2:43][CH2:42]2)=[O:7])=[CH:4][CH:3]=1. Procedure: Compound CC-12 (0.86 g, 2 mmole) was dissolved in anhydrous tetrahydrofuran (30 ml), and to the solution was added successively with DIPEA (1 ml, 6 mmole) and morpholine (0.69 ml, 8 mmole) under stirring for 5 to 10 minutes. This mixture was heated under reflux for 16 hours. After the completion of the reaction, the mixture was filtered, and the filtrate was concentrated by reduced pressure concentrator (such as Vacuum Evaporator). The residue was extracted with ethyl acetate for several times. ...